Dataset: the Open Reaction Database (ORD), a public repository of structured organic reaction records. Task: describe an organic reaction: reactants, conditions, products, and yield Reactants: O=C([O-])[O-], CCOC(CBr)OCC, [Cs+], [Cs+], Fc1ccccc1S, CN(C)C=O. Yields the product CCOC(CSc1ccccc1F)OCC. RXN SMILES: [C:18](=[O:19])([O-:20])[O-:21].[CH2:9]([CH3:10])[O:11][CH:12]([CH2:13][Br:14])[O:15][CH2:16][CH3:17].[Cs+:22].[Cs+:23].[F:1][c:2]1[c:3]([SH:8])[cH:4][cH:5][cH:6][cH:7]1.[O:24]=[CH:25][N:26]([CH3:27])[CH3:28]>>[F:1][c:2]1[c:3]([S:8][CH2:13][CH:12]([O:11][CH2:9][CH3:10])[O:15][CH2:16][CH3:17])[cH:4][cH:5][cH:6][cH:7]1. The reactants are [Si](C)(C)(C(C)(C)C)OCC1=C(N=C(N1CC1=CC=C(C=C1)C1=C(C=CC=C1)C(=O)OC)\C=C/CCC)Cl (5-t-Butyldimethylsilyloxymethyl-1-[(2'-carbomethoxybiphenyl-4-yl)methyl]-4-chloro-2-(cis-pent-1-en-1-yl)imidazole), [F-] (fluoride). Solvent: CCCCCC.C(C)(=O)OCC (hexane ethyl acetate). Product: C(=O)(OC)C1=C(C=CC=C1)C1=CC=C(C=C1)CN1C(=NC(=C1CO)Cl)\C=C/CCC (1-[(2'-Carbomethoxybiphenyl-4-yl)methyl]-4-chloro-5-hydroxymethyl-2-(cis-pent-1-en-1-yl)imidazole). Reaction SMILES: [Si]([O:8][CH2:9][C:10]1[N:14]([CH2:15][C:16]2[CH:21]=[CH:20][C:19]([C:22]3[CH:27]=[CH:26][CH:25]=[CH:24][C:23]=3[C:28]([O:30][CH3:31])=[O:29])=[CH:18][CH:17]=2)[C:13](/[CH:32]=[CH:33]\[CH2:34][CH2:35][CH3:36])=[N:12][C:11]=1[Cl:37])(C(C)(C)C)(C)C.[F-]>CCCCCC.C(OCC)(=O)C>[C:28]([C:23]1[CH:24]=[CH:25][CH:26]=[CH:27][C:22]=1[C:19]1[CH:20]=[CH:21][C:16]([CH2:15][N:14]2[C:10]([CH2:9][OH:8])=[C:11]([Cl:37])[N:12]=[C:13]2/[CH:32]=[CH:33]\[CH2:34][CH2:35][CH3:36])=[CH:17][CH:18]=1)([O:30][CH3:31])=[O:29] |f:2.3|. Procedure details: 5-t-Butyldimethylsilyloxymethyl-1-[(2'-carbomethoxybiphenyl-4-yl)methyl]-4-chloro-2-(cis-pent-1-en-1-yl)imidazole (100 mg) was desilylated with fluoride by procedures familiar to one skilled in the art. Flash chromatography in 1:1 hexane/ethyl acetate yielded 65 mg of a viscous, colorless oil. NMR (200 MHz, CDCl3) δ7.85 (d, 1H), 7.55 (t, 1H), 7.42 (t, 1H), 7.28 (m, 3H), 7.05 (d, 2H), 6.11 (d, 1H), 5.92 (d of t, 1H), 5.30 (s, 2H), 4.57 (d, 2H), 3.64 (s, 3H), 2.69 (quart., 2H), 1.62 (t, 1H), 1.47 ... The reactants are FC1=CC=C(C=C1)N1C=CC2=CC(=CC=C12)CC1=NN=NN1 (1-(4-fluorophenyl)-5-(tetrazol-5-ylmethyl)-1H-indole), CC(C)([O-])C.[K+] (potassium tert-butoxide), C(C)(=O)O (acetic acid), IC (iodomethane). The solvent is CN1CCCC1=O (NMP), O (water). Reaction conditions: temperature 0 celsius, time 2 hour. Yields the product FC1=CC=C(C=C1)N1C=CC2=CC(=CC=C12)CC=1N=NN(N1)C (1-(4-Fluorophenyl)-5-(2-methyltetrazol-5-ylmethyl)-1H-indole). As a reaction SMILES: [C:1](O)(=O)C.[F:5][C:6]1[CH:11]=[CH:10][C:9]([N:12]2[C:20]3[C:15](=[CH:16][C:17]([CH2:21][C:22]4[NH:26][N:25]=[N:24][N:23]=4)=[CH:18][CH:19]=3)[CH:14]=[CH:13]2)=[CH:8][CH:7]=1.CC(C)([O-])C.[K+].IC>CN1C(=O)CCC1.O>[F:5][C:6]1[CH:7]=[CH:8][C:9]([N:12]2[C:20]3[C:15](=[CH:16][C:17]([CH2:21][C:22]4[N:23]=[N:24][N:25]([CH3:1])[N:26]=4)=[CH:18][CH:19]=3)[CH:14]=[CH:13]2)=[CH:10][CH:11]=1 |f:2.3|. Procedure: A solution of the cyanomethyl compound, sodium azide, triethylamine hydrochloride in 1,2-dimethoxyethane was boiled at reflux for 2 days. After cooling to room temperature, the reaction mixture was filtered and the volatile solvents were evaporated in vacuo. Water (100 mL) and glacial acetic acid (15 mL) were added and the resulting mixture was extracted with ethyl acetate (2×150 mL). The combined organic phases were washed with water (200 mL) and brine (200 mL) and subsequently dried (Na2SO4). ... Starting materials: CN(C=O)C (N,N-dimethylformamide), C(C1=CC=CC=C1)Cl (benzyl chloride), C(C)(=O)[C@@]1([C@]([C@@](O[C@@H]1CO)(N1C=NC=2C(=O)NC(N)=NC12)C(C)=O)(O)C(C)=O)O (triacetylguanosine), Cl (hydrochloric acid), starting material, sugar, C(C1=CC=CC=C1)Cl (benzyl chloride), Cl (hydrochloric acid). Run in CO (methanol). Run at time 22 hour. Yields the product C(C1=CC=CC=C1)N1C=NC=2N=C(NC(C12)=O)N (7-benzylguanine). The yield is 76.4%. RXN SMILES: CN(C)C=O.[CH2:6](Cl)[C:7]1[CH:12]=[CH:11][CH:10]=[CH:9][CH:8]=1.C([C@@]1(O)[C@@H](CO)O[C@@](C(=O)C)([N:24]2[C:34]3[N:33]=[C:31]([NH2:32])[NH:30][C:28](=[O:29])[C:27]=3[N:26]=[CH:25]2)[C@]1(C(=O)C)O)(=O)C.Cl>CO>[CH2:6]([N:26]1[C:27]2[C:28](=[O:29])[NH:30][C:31]([NH2:32])=[N:33][C:34]=2[N:24]=[CH:25]1)[C:7]1[CH:12]=[CH:11][CH:10]=[CH:9][CH:8]=1. Reported procedure: Four milliliters of N,N-dimethylformamide and 0.53 ml (2.49 equivalents) of benzyl chloride were added to 0.758 g (1.85 mmols) of triacetylguanosine, and the reaction was conducted at 60° C. for 22 hours. It was identified through liquid chromatography that 69% of the starting material remained. Accordingly, 1.60 ml (10 equivalents in total) of benzyl chloride were further added thereto, and the reaction was conducted at 60° C. for 23 hours and at 70° C. for 5 hours. The temperature was returned... The reactants are ClC(Cl)Cl, COc1cc(C=CC(=O)NC2CCc3ccccc32)ccc1-n1cnc(CO)c1. The product is COc1cc(C=CC(=O)NC2CCc3ccccc32)ccc1-n1cnc(C=O)c1. As a reaction SMILES: [CH:30]([Cl:31])([Cl:32])[Cl:33].[OH:1][CH2:2][c:3]1[n:4][cH:5][n:6](-[c:8]2[c:9]([O:28][CH3:29])[cH:10][c:11]([CH:14]=[CH:15][C:16](=[O:17])[NH:18][CH:19]3[CH2:20][CH2:21][c:22]4[cH:23][cH:24][cH:25][cH:26][c:27]43)[cH:12][cH:13]2)[cH:7]1>>[O:1]=[CH:2][c:3]1[n:4][cH:5][n:6](-[c:8]2[c:9]([O:28][CH3:29])[cH:10][c:11]([CH:14]=[CH:15][C:16](=[O:17])[NH:18][CH:19]3[CH2:20][CH2:21][c:22]4[cH:23][cH:24][cH:25][cH:26][c:27]43)[cH:12][cH:13]2)[cH:7]1. Reactants: C1CCOC1 (THF), ClCC(=CCCl)[Si](OC)(OC)OC (1,4-dichloro-2-(trimethoxy)silyl-2-butene). Reagents/catalysts: [Zn] (Zn). Run in CCCCC (pentane). Yields the product CO[Si](C(=C)C=C)(OC)OC (2-(trimethoxy) silyl-1,3-butadiene). Isolated yield 70.0%. As a reaction SMILES: C1COCC1.Cl[CH2:7][C:8]([Si:12]([O:17][CH3:18])([O:15][CH3:16])[O:13][CH3:14])=[CH:9][CH2:10]Cl>[Zn].CCCCC>[CH3:14][O:13][Si:12]([O:15][CH3:16])([O:17][CH3:18])[C:8]([CH:9]=[CH2:10])=[CH2:7]. Reported procedure: Four grams (41×1.5 mmols) of Zn powder and 15 ml of THF were added, under agitation, to 10 g (41 mmols) of the 1,4-dichloro-2-(trimethoxy)silyl-2-butene obtained by the above procedure. The mixed solution was heated and refluxed for 1 hour and then cooled down to room temperature, followed by adding 30 ml of dried pentane. The resulting ZnCl2 was removed by filtration and the solvent was distilled off under reduced pressure, followed by vacuum distillation to obtain 5.0 g of 2-(trimethoxy) silyl... Reactants: COC([C@@H](N(C(=O)OC(C)(C)C)C(C1=CC=C(C=C1)N)=O)CCSC)=O (N-BOC-4-aminobenzoyl methionine methyl ester), [N+](=O)([O-])C1=CC(=C(C(=O)O)C=C1)C1=CC(=CC(=C1)C)C (4-nitro-2-(3,5-dimethylphenyl)benzoic acid), Cl.COC([C@@H](N)CCSC)=O (methionine methyl ester hydrochloride salt), CCN=C=NCCCN(C)C (EDCI), C=1C=CC2=C(C1)N=NN2O (HOBT). Run in ClCl (Cl2), CCN(CC)CC (Et3N). Product: COC([C@@H](NC(C1=C(C=C(C=C1)[N+](=O)[O-])C1=CC(=CC(=C1)C)C)=O)CCSC)=O (4-nitro-2-(3,5-dimethylphenyl)benzoyl methionine methyl ester). Yield: 56.8%. As a reaction SMILES: [N+:1]([C:4]1[CH:12]=[CH:11][C:7]([C:8]([OH:10])=O)=[C:6]([C:13]2[CH:18]=[C:17]([CH3:19])[CH:16]=[C:15]([CH3:20])[CH:14]=2)[CH:5]=1)([O-:3])=[O:2].Cl.[CH3:22][O:23][C:24](=[O:31])[C@H:25]([CH2:27][CH2:28][S:29][CH3:30])[NH2:26].CCN=C=NCCCN(C)C.C1C=CC2N(O)N=NC=2C=1.COC(=O)[C@H](CCSC)N(C(=O)C1C=CC(N)=CC=1)C(OC(C)(C)C)=O>ClCl.CCN(CC)CC>[CH3:22][O:23][C:24](=[O:31])[C@H:25]([CH2:27][CH2:28][S:29][CH3:30])[NH:26][C:8](=[O:10])[C:7]1[CH:11]=[CH:12][C:4]([N+:1]([O-:3])=[O:2])=[CH:5][C:6]=1[C:13]1[CH:18]=[C:17]([CH3:19])[CH:16]=[C:15]([CH3:20])[CH:14]=1 |f:1.2|. Reported procedure: 4-nitro-2-(3,5-dimethylphenyl)benzoic acid (0.15 g, 0.55 mmol), methionine methyl ester hydrochloride salt (0.11 g, 0.55 mmol), EDCI (0.11 g, 0.55 mmol), HOBT (0.07 g, 0.55 mmol) and Et3N (0.08 ml) in dry CH2 Cl2 (2.2 ml) were reacted and worked up according to the procedure for N-BOC-4-aminobenzoyl methionine methyl ester in Example 1. After recrystallization from ethyl acetate and hexanes, 0.13 g (58.4%) of pure product was isolated. mp 122-124° C.; 1H NMR (CDCl3) 1.2-1.84 (1 H, m), 1.85-1.97 ...